The task is: describe an organic reaction: reactants, conditions, products, and yield. This data is from the Open Reaction Database (ORD), a public repository of structured organic reaction records. Reactants: OC[C@H]1CC[C@@]2(C[C@H](CC[C@]12C)C1=CC=CC=C1)O ((1S,3aS,5S,7aR)-1-hydroxymethyl-5-phenyl-7a-methylperhydroinden-3a-ol). Reagents/catalysts: [Rh] (Rhodium on alumina). The solvent is CO (methanol). Conditions: time 4 hour. The product is OC[C@H]1CC[C@@]2(C[C@H](CC[C@]12C)C1CCCCC1)O ((1S,3aS,5S,7aR)-1-hydroxymethyl-5-cyclohexyl-7a-methylperhydroinden-3a-ol). Isolated yield 94.8%. As a reaction SMILES: [OH:1][CH2:2][C@@H:3]1[C@:11]2([CH3:12])[C@@:6]([OH:19])([CH2:7][C@@H:8]([C:13]3[CH:18]=[CH:17][CH:16]=[CH:15][CH:14]=3)[CH2:9][CH2:10]2)[CH2:5][CH2:4]1>CO.[Rh]>[OH:1][CH2:2][C@@H:3]1[C@:11]2([CH3:12])[C@@:6]([OH:19])([CH2:7][C@@H:8]([CH:13]3[CH2:14][CH2:15][CH2:16][CH2:17][CH2:18]3)[CH2:9][CH2:10]2)[CH2:5][CH2:4]1. Reported procedure: A mixture of 2.00 g of (1S,3aS,5S,7aR)-1-hydroxymethyl-5-phenyl-7a-methylperhydroinden-3a-ol, intermediate in the synthesis of (II-ag) and 0.85 g of 5% Rhodium on alumina powder in 30 ml of methanol was hydrogenated at room temperature at 60 psi. in a Parr apparatus, for 4 hrs. The mixture was then filtered through celite and the solvent was evaporated under reduced pressure to give 1.94 g of (1S,3aS,5S,7aR)-1-hydroxymethyl-5-cyclohexyl-7a-methylperhydroinden-3a-ol as a white solid. Reactants: FC(COC=1C=NC=2C(CCCC2C1)=NO)(F)F (3-(2,2,2-trifluoroethoxy)-6,7-dihydroquinolin-8(5H)-one oxime). The reagents and catalysts are [Pd] (palladium on carbon). Run in CO (methanol). Conditions: time 24 hour. The product is FC(COC=1C=NC=2C(CCCC2C1)N)(F)F (3-(2,2,2-trifluoroethoxy)-5,6,7,8-tetrahydroquinolin-8-amine). The yield is 43.0%. As a reaction SMILES: [F:1][C:2]([F:18])([F:17])[CH2:3][O:4][C:5]1[CH:6]=[N:7][C:8]2[C:9](=[N:15]O)[CH2:10][CH2:11][CH2:12][C:13]=2[CH:14]=1>[Pd].CO>[F:18][C:2]([F:1])([F:17])[CH2:3][O:4][C:5]1[CH:6]=[N:7][C:8]2[CH:9]([NH2:15])[CH2:10][CH2:11][CH2:12][C:13]=2[CH:14]=1. Procedure: A mixture of 3-(2,2,2-trifluoroethoxy)-6,7-dihydroquinolin-8(5H)-one oxime (167 mg) and 10% palladium on carbon (100 mg) in methanol (7 mL) was stirred at room temperature for 24 h under hydrogen atmosphere (4 atm). Then, the mixture was filtered through a pad of Celite, and the filtrate was concentrated in vacuo. The residue was purified by column chromatography on NH-gel eluting with hexane/ethyl acetate (1:1-0:1) to give 68 mg (43% yield) of the title compound as a pale brown oil: